The task is: describe an organic reaction: reactants, conditions, products, and yield. This data is from the Open Reaction Database (ORD), a public repository of structured organic reaction records. Starting materials: CC#Cc1ccc(NC(=O)c2cccnc2NCc2ccc(OC)nc2)cc1C(F)(F)F, CO, [H][H]. Yields the product CCCc1ccc(NC(=O)c2cccnc2NCc2ccc(OC)nc2)cc1C(F)(F)F. RXN SMILES: [CH3:1][O:2][c:3]1[cH:4][cH:5][c:6]([CH2:9][NH:10][c:11]2[n:12][cH:13][cH:14][cH:15][c:16]2[C:17](=[O:18])[NH:19][c:20]2[cH:21][c:22]([C:29]([F:30])([F:31])[F:32])[c:23]([C:26]#[C:27][CH3:28])[cH:24][cH:25]2)[cH:7][n:8]1.[CH3:35][OH:36].[H:33][H:34]>>[CH3:1][O:2][c:3]1[cH:4][cH:5][c:6]([CH2:9][NH:10][c:11]2[n:12][cH:13][cH:14][cH:15][c:16]2[C:17](=[O:18])[NH:19][c:20]2[cH:21][c:22]([C:29]([F:30])([F:31])[F:32])[c:23]([CH2:26][CH2:27][CH3:28])[cH:24][cH:25]2)[cH:7][n:8]1. The reactants are ClC(C(=O)C1=CC2=C(NC(O2)=O)C=C1)C (6-(2-chloro-propionyl)-3H-benzoxazol-2-one), C(C1=CC=CC=C1)Br (benzylbromide), C([O-])([O-])=O.[K+].[K+] (potassium carbonate). Run in CC(=O)C (acetone). Reaction conditions: time 8 hour. Yields the product C(C1=CC=CC=C1)N1C(OC2=C1C=CC(=C2)C(C(C)Cl)=O)=O (3-benzyl-6-(2-chloro-propionyl)-3H-benzoxazol-2-one). Reaction SMILES: [Cl:1][CH:2]([CH3:15])[C:3]([C:5]1[CH:14]=[CH:13][C:8]2[NH:9][C:10](=[O:12])[O:11][C:7]=2[CH:6]=1)=[O:4].[CH2:16](Br)[C:17]1[CH:22]=[CH:21][CH:20]=[CH:19][CH:18]=1.C(=O)([O-])[O-].[K+].[K+]>CC(C)=O>[CH2:16]([N:9]1[C:8]2[CH:13]=[CH:14][C:5]([C:3](=[O:4])[CH:2]([Cl:1])[CH3:15])=[CH:6][C:7]=2[O:11][C:10]1=[O:12])[C:17]1[CH:22]=[CH:21][CH:20]=[CH:19][CH:18]=1 |f:2.3.4|. Procedure details: 120.5 g (401 mmol) 6-(2-chloro-propionyl)-3H-benzoxazol-2-one, 49.4 ml (416 mmol) benzylbromide and 57.5 g (416 mmol) potassium carbonate added to 700 ml acetone are stirred overnight at RT. Then the solv. is completely removed i. V. and the residue is extracted with water and DCM. The org. phase is separated off, dried on magnesium sulphate and the solv. is eliminated by rotary evaporation i.V. The residue obtained is purified through silica gel (eluant: DCM). The reactants are [Si]([O-])([O-])([O-])[O-].[Na+].[Na+].[Na+].[Na+] (sodium silicate), O.[Co]=O (cobalt oxide hydrate). The product is [Si]([O-])([O-])([O-])[O-].[Na+].[Na+].[Na+].[Na+].[Co] (Sodium Silicate Cobalt). RXN SMILES: [Si:1]([O-:5])([O-:4])([O-:3])[O-:2].[Na+:6].[Na+].[Na+].[Na+].O.[Co:11]=O>>[Si:1]([O-:5])([O-:4])([O-:3])[O-:2].[Na+:6].[Na+:6].[Na+:6].[Na+:6].[Co:11] |f:0.1.2.3.4,5.6,7.8.9.10.11.12|. Procedure: A paste is prepared from 149.5 g. of sodium silicate solution (38.8% by weight aqueous solution of 1 Na2O:3.25 SiO2) and 300 g. of cobalt oxide hydrate (61% cobalt) and extruded into 1/8 inch extrusions. The extrusions are dried at room temperature and then slowly dried further in a tube furnace. The dried material is reduced in hydrogen at 350° C. to provide a catalyst having a bulk density of 28 lbs./cu. ft. and a crushing strength of 2 pounds.